This data is from the Open Reaction Database (ORD), a public repository of structured organic reaction records. The task is: describe an organic reaction: reactants, conditions, products, and yield Reactants: CC#N, O=C(CCl)Nc1ccc(Oc2ccc3c(c2)CCC(c2ccccc2)O3)nc1, [N-]=[N+]=[N-], [Na+]. Product: [N-]=[N+]=NCC(=O)Nc1ccc(Oc2ccc3c(c2)CCC(c2ccccc2)O3)nc1. RXN SMILES: [CH3:33][C:34]#[N:35].[Cl:1][CH2:2][C:3](=[O:4])[NH:5][c:6]1[cH:7][n:8][c:9]([O:12][c:13]2[cH:14][c:15]3[c:20]([cH:21][cH:22]2)[O:19][CH:18]([c:23]2[cH:24][cH:25][cH:26][cH:27][cH:28]2)[CH2:17][CH2:16]3)[cH:10][cH:11]1.[N-:30]=[N+:31]=[N-:32].[Na+:29]>>[CH2:2]([C:3](=[O:4])[NH:5][c:6]1[cH:7][n:8][c:9]([O:12][c:13]2[cH:14][c:15]3[c:20]([cH:21][cH:22]2)[O:19][CH:18]([c:23]2[cH:24][cH:25][cH:26][cH:27][cH:28]2)[CH2:17][CH2:16]3)[cH:10][cH:11]1)[N:30]=[N+:31]=[N-:32]. Reactants: CC[O-], COCn1ccnc1Cc1nnn[nH]1, CC(=O)O, Cl, [Na+], O. The product is c1c[nH]c(Cc2nnn[nH]2)n1. Reaction SMILES: [CH3:18][CH2:19][O-:20].[CH3:1][O:2][CH2:3][n:4]1[c:5]([CH2:9][c:10]2[n:11][n:12][n:13][nH:14]2)[n:6][cH:7][cH:8]1.[CH3:21][C:22](=[O:23])[OH:24].[ClH:16].[Na+:17].[OH2:15]>>[n:4]1[c:5]([CH2:9][c:10]2[n:11][n:12][n:13][nH:14]2)[nH:6][cH:7][cH:8]1. The reactants are COc1cc([N+](=O)[O-])ccc1N1CCC(O[Si](C(C)C)(C(C)C)C(C)C)C1, CCO. Product: COc1cc(N)ccc1N1CCC(O[Si](C(C)C)(C(C)C)C(C)C)C1. Reaction SMILES: [CH3:1][O:2][c:3]1[c:4]([N:12]2[CH2:13][CH:14]([O:17][Si:18]([CH:19]([CH3:20])[CH3:21])([CH:22]([CH3:23])[CH3:24])[CH:25]([CH3:26])[CH3:27])[CH2:15][CH2:16]2)[cH:5][cH:6][c:7]([N+:9]([O-:10])=[O:11])[cH:8]1.[CH3:28][CH2:29][OH:30]>>[CH3:1][O:2][c:3]1[c:4]([N:12]2[CH2:13][CH:14]([O:17][Si:18]([CH:19]([CH3:20])[CH3:21])([CH:22]([CH3:23])[CH3:24])[CH:25]([CH3:26])[CH3:27])[CH2:15][CH2:16]2)[cH:5][cH:6][c:7]([NH2:9])[cH:8]1. Yields the product C=O.C1(=CC=CC=C1)O (phenol-formaldehyde). As a reaction SMILES: [C:1]1([OH:7])[CH:6]=[CH:5][CH:4]=[CH:3][CH:2]=1.C=O.O.N>>[CH2:1]=[O:7].[C:1]1([OH:7])[CH:6]=[CH:5][CH:4]=[CH:3][CH:2]=1 |f:2.3,4.5|. The yield is 246.4%. Procedure details: 48.0 g of phenol and 82.6 g of 37%-formalin were placed in a separable flask equipped with a Dimroth condenser, and stirred for mixing therein, followed further by addition of 3.8 g of 29% ammonia water and stirring for mixing. The resultant solution was reacted at a temperature of 70-80° C. for 6.5 hours on a mantle heater. After the reaction, the reaction product was cooled to room temperature to obtain 78 g of phenol-formaldehyde initial condensate. The initial condensate was placed in a vess... The reactants are resultant solution, C1(=CC=CC=C1)O (phenol), C=O (formalin), O.N (ammonia water). Reactants: CCCCc1nc2ccc(N(C(=O)OCC)C3CCCCC3)cc2n1Cc1ccc(-c2ccccc2C(=O)OC(C)(C)C)cc1, O=C(O)C(F)(F)F. Yields the product CCCCc1nc2ccc(N(C(=O)OCC)C3CCCCC3)cc2n1Cc1ccc(-c2ccccc2C(=O)O)cc1. Reaction SMILES: [CH2:1]([CH2:2][CH2:3][CH3:4])[c:5]1[n:6][c:7]2[c:8]([n:9]1[CH2:10][c:11]1[cH:12][cH:13][c:14](-[c:17]3[c:18]([C:23](=[O:24])[O:25][C:26]([CH3:27])([CH3:28])[CH3:29])[cH:19][cH:20][cH:21][cH:22]3)[cH:15][cH:16]1)[cH:30][c:31]([N:34]([C:35](=[O:36])[O:37][CH2:38][CH3:39])[CH:40]1[CH2:41][CH2:42][CH2:43][CH2:44][CH2:45]1)[cH:32][cH:33]2.[OH:46][C:47]([C:48]([F:49])([F:50])[F:51])=[O:52]>>[CH2:1]([CH2:2][CH2:3][CH3:4])[c:5]1[n:6][c:7]2[c:8]([n:9]1[CH2:10][c:11]1[cH:12][cH:13][c:14](-[c:17]3[c:18]([C:23](=[O:24])[OH:25])[cH:19][cH:20][cH:21][cH:22]3)[cH:15][cH:16]1)[cH:30][c:31]([N:34]([C:35](=[O:36])[O:37][CH2:38][CH3:39])[CH:40]1[CH2:41][CH2:42][CH2:43][CH2:44][CH2:45]1)[cH:32][cH:33]2. Starting materials: NC1=NC(=NC(=N1)OC)OC (2-amino-4,6-dimethoxy-1,3,5-triazine), O (water), [H-].[Na+] (sodium hydride), C1(=C(C=CC=C1)S(=O)(=O)N=C(SC)SC)C1=CC=CC=C1 (dimethyl N-(2-biphenylylsulfonyl)carbonimidodithioate). Run in CN(C=O)C (dimethylformamide). Reaction conditions: time 1 hour. Yields the product C1(=C(C=CC=C1)S(=O)(=O)NC(SC)=NC1=NC(=NC(=N1)OC)OC)C1=CC=CC=C1 (1-(2-biphenylylsulfonyl) 3-(4,6-dimethoxy-1,3,5-triazin-2-yl) 2-methylisothiourea). Isolated yield 81.4%. Reaction SMILES: [NH2:1][C:2]1[N:7]=[C:6]([O:8][CH3:9])[N:5]=[C:4]([O:10][CH3:11])[N:3]=1.[H-].[Na+].[C:14]1([C:29]2[CH:34]=[CH:33][CH:32]=[CH:31][CH:30]=2)[CH:19]=[CH:18][CH:17]=[CH:16][C:15]=1[S:20]([N:23]=[C:24](SC)[S:25][CH3:26])(=[O:22])=[O:21].O>CN(C)C=O>[C:14]1([C:29]2[CH:30]=[CH:31][CH:32]=[CH:33][CH:34]=2)[CH:19]=[CH:18][CH:17]=[CH:16][C:15]=1[S:20]([NH:23][C:24](=[N:1][C:2]1[N:7]=[C:6]([O:8][CH3:9])[N:5]=[C:4]([O:10][CH3:11])[N:3]=1)[S:25][CH3:26])(=[O:21])=[O:22] |f:1.2|. Procedure: 15.6 g of 2-amino-4,6-dimethoxy-1,3,5-triazine were suspended in 300 ml of dimethylformamide, and 4 g of sodium hydride (oily, 60%) were added to the suspension. The mixture was stirred at room temperature for 1 hour. Furthermore, 33.7 g of dimethyl N-(2-biphenylylsulfonyl)carbonimidodithioate were added, and the mixture was stirred at room temperature for a day and night. The reaction mixture was poured into 2 liters of water and filtered. The filtrate was made weakly acidic to precipitate whit... Starting materials: C(C)OCC(C(CC1=CC=CC2=CC=CC=C12)NC(=O)OC(C)(C)C)(O)COCC (α,α-diethoxymethyl-β-tert-butoxycarbonylamino-1-naphthalenepropanol), Cl (hydrochloric acid). Conditions: temperature 100 celsius, time 3 minute. Yields the product Cl.N[C@@H]1[C@H]([C@H](C=2C=CC3=CC=CC=C3C2C1)Cl)O ((±)-(1S,2R,3S)-3-Amino-1-chloro-1,2,3,4-tetrahydro-2-phenanthrenol, hydrochloride). As a reaction SMILES: C(OC[C:5]([CH2:27]OCC)([OH:26])[CH:6]([NH:18]C(OC(C)(C)C)=O)[CH2:7][C:8]1[C:17]2[C:12](=[CH:13][CH:14]=[CH:15][CH:16]=2)[CH:11]=[CH:10][CH:9]=1)C.[ClH:31]>>[ClH:31].[NH2:18][C@H:6]1[CH2:7][C:8]2[C:17]3[C:12](=[CH:13][CH:14]=[CH:15][CH:16]=3)[CH:11]=[CH:10][C:9]=2[C@H:27]([Cl:31])[C@@H:5]1[OH:26] |f:2.3|. Procedure details: A suspension of α,α-diethoxymethyl-β-tert-butoxycarbonylamino-1-naphthalenepropanol (250 mg), isomer A was stirred in 37% aqueous hydrochloric acid at 0° C. for 1 hour. The resulting emulsion was then stirred at 100° C. for 3 minutes and the flask was immediately cooled in an ice water bath. The precipitate was filtered, washed with water and dried in vacuo to yield the title compound (152 mg) as a white solid.